This data is from the Open Reaction Database (ORD), a public repository of structured organic reaction records. The task is: describe an organic reaction: reactants, conditions, products, and yield Reactants: NC1=C(C(=CC=C1)C(C)O)O (2-amino-6-(1-hydroxyethyl)phenol), C(C)OC=1C(C(C1OCC)=O)=O (3,4-diethoxy-3-cyclobutene-1,2-dione). The solvent is C(C)O (ethanol). Reaction conditions: temperature 60 celsius. The product is C(C)OC=1C(C(C1NC1=C(C(=CC=C1)C(C)O)O)=O)=O (3-ethoxy-4-[2-hydroxy-3-(1-hydroxyethyl)phenylamino]cyclobut-3-ene-1,2-dione). The yield is 38.0%. As a reaction SMILES: [NH2:1][C:2]1[CH:7]=[CH:6][CH:5]=[C:4]([CH:8]([OH:10])[CH3:9])[C:3]=1[OH:11].[CH2:12]([O:14][C:15]1[C:16](=O)[C:17](=[O:22])[C:18]=1[O:19]CC)[CH3:13]>C(O)C>[CH2:12]([O:14][C:15]1[C:18](=[O:19])[C:17](=[O:22])[C:16]=1[NH:1][C:2]1[CH:7]=[CH:6][CH:5]=[C:4]([CH:8]([OH:10])[CH3:9])[C:3]=1[OH:11])[CH3:13]. Reported procedure: A mixture of 1.16 g (7.6 mmol, 1 eq) of 2-amino-6-(1-hydroxyethyl)phenol and 5.15 g (30.3 mmol, 4 eq) of 3,4-diethoxy-3-cyclobutene-1,2-dione in 50 ml of ethanol was heated at 60° C. for 18 hours. The reaction medium was evaporated and the residue was chromatographed on silica gel (column puriFlash IR-50SI/300G, Spot II) eluted with heptane/ethyl acetate (gradient). 800 mg of 3-ethoxy-4-[2-hydroxy-3-(1-hydroxyethyl)phenylamino]cyclobut-3-ene-1,2-dione were obtained in the form of an orange solid... Reactants: Nc1ccccc1N, O=C(COc1ccc(C(=O)O)cc1)NCc1cccnc1, C1CCOC1, O=C(O)C(F)(F)F. The product is Nc1ccccc1NC(=O)c1ccc(OCC(=O)NCc2cccnc2)cc1. As a reaction SMILES: [NH2:22][c:23]1[cH:24][cH:25][cH:26][cH:27][c:28]1[NH2:29].[O:1]=[C:2]([CH2:3][O:4][c:5]1[cH:6][cH:7][c:8]([C:9](=[O:10])[OH:11])[cH:12][cH:13]1)[NH:14][CH2:15][c:16]1[cH:17][n:18][cH:19][cH:20][cH:21]1.[O:37]1[CH2:38][CH2:39][CH2:40][CH2:41]1.[OH:30][C:31]([C:32]([F:33])([F:34])[F:35])=[O:36]>>[O:1]=[C:2]([CH2:3][O:4][c:5]1[cH:6][cH:7][c:8]([C:9](=[O:11])[NH:29][c:28]2[c:23]([NH2:22])[cH:24][cH:25][cH:26][cH:27]2)[cH:12][cH:13]1)[NH:14][CH2:15][c:16]1[cH:17][n:18][cH:19][cH:20][cH:21]1.